From a dataset of the Open Reaction Database (ORD), a public repository of structured organic reaction records. describe an organic reaction: reactants, conditions, products, and yield Starting materials: P(OCC)(OCC)OCC (P(OEt)3), C(Cl)Cl (CH2Cl2), φ3P,CBr4, ClC1=C(C(=O)O)C=CC(=C1)[N+](=O)[O-] (2-chloro-4-nitrobenzoic acid), B#B (diborane). Run in C1CCOC1.O (THF H2O), C1CCOC1 (THF). Yields the product ClC=1C=C(CP(OCC)(OCC)=O)C=CC1N (diethyl 3-chloro-4-aminobenzylphosphonate). Reaction SMILES: Cl[C:2]1[CH:10]=[C:9]([N+:11]([O-])=O)[CH:8]=[CH:7][C:3]=1[C:4](O)=O.B#B.[P:16]([O:23]CC)([O:20][CH2:21][CH3:22])[O:17][CH2:18][CH3:19].C(Cl)[Cl:27]>C1COCC1.C1COCC1.O>[Cl:27][C:10]1[CH:2]=[C:3]([CH:7]=[CH:8][C:9]=1[NH2:11])[CH2:4][P:16](=[O:23])([O:20][CH2:21][CH3:22])[O:17][CH2:18][CH3:19] |f:5.6|. Reported procedure: Following the procedure described in part E of Example 1 (R), (S)-α-[[2-[((1,1-dimethylethyl)dimethylsilyl)oxy]-2-[4-hydroxy-3-[(methylsulfonyl)amino]phenyl]ethyl]amino]-4-methoxybenzeneacetic acid was condensed with diethyl 3-chloro-4-aminobenzylphosphonate to generate the title compound. The diethyl 3-chloro-4-aminobenzylphosphonate was prepared from commercial 2-chloro-4-nitrobenzoic acid upon sequential treatment with 1) diborane in THF; 2) φ3P,CBr4 in CH2Cl2 ; 3) P(OEt)3 at 125° C.; and 4) ...